Dataset: the Open Reaction Database (ORD), a public repository of structured organic reaction records. Task: describe an organic reaction: reactants, conditions, products, and yield Reactants: [Cl-].[NH4+] (ammonium chloride), [C-]#N.[Na+] (Sodium cyanide), O([Si](C1=CC=CC=C1)(C1=CC=CC=C1)C(C)(C)C)CC=1C=C(CCl)C=CC1 (3-(t-Butyldiphenylsiloxymethy)benzyl chloride). Reagents/catalysts: [I-].C(CCC)[N+](CCCC)(CCCC)CCCC (tetrabutylammonium iodide). The solvent is CN(C)C=O (DMF). Run at temperature 80 celsius. The product is O([Si](C1=CC=CC=C1)(C1=CC=CC=C1)C(C)(C)C)CC=1C=C(C=CC1)CC#N ([3-(t-Butyldiphenylsiloxymethyl)phenyl]acetonitrile). Isolated yield 72.8%. Reaction SMILES: [C-:1]#[N:2].[Na+].[O:4]([CH2:22][C:23]1[CH:24]=[C:25]([CH:28]=[CH:29][CH:30]=1)[CH2:26]Cl)[Si:5]([C:18]([CH3:21])([CH3:20])[CH3:19])([C:12]1[CH:17]=[CH:16][CH:15]=[CH:14][CH:13]=1)[C:6]1[CH:11]=[CH:10][CH:9]=[CH:8][CH:7]=1.[Cl-].[NH4+]>[I-].C([N+](CCCC)(CCCC)CCCC)CCC.CN(C=O)C>[O:4]([CH2:22][C:23]1[CH:24]=[C:25]([CH2:26][C:1]#[N:2])[CH:28]=[CH:29][CH:30]=1)[Si:5]([C:18]([CH3:21])([CH3:20])[CH3:19])([C:12]1[CH:17]=[CH:16][CH:15]=[CH:14][CH:13]=1)[C:6]1[CH:11]=[CH:10][CH:9]=[CH:8][CH:7]=1 |f:0.1,3.4,5.6|. Procedure details: Sodium cyanide (1.57 g, 32.0 mmol) and tetrabutylammonium iodide (0.11 g, 0.30 mmol) were added to a stirred solution of 24 (11.8 g, 29.9 mmol) in anhydrous DMF (90 mL) at room temperature under argon. The reaction mixture was heated to 80° C. for 2 h. The solution was allowed to cool to room temperature and was poured into saturated ammonium chloride solution and extracted twice with diethyl ether. The organic layers were combined, washed with saturated sodium chloride, dried over anhydrous mag...